Task: describe an organic reaction: reactants, conditions, products, and yield. Dataset: the Open Reaction Database (ORD), a public repository of structured organic reaction records Run in C(C)(=O)OCC (Ethyl acetate), O=P(Cl)(Cl)Cl (POCl3). Yields the product COC(=O)NN=C(C)NC=1C=NC(=CC1)OC1=CC(=C(C=C1)C)OC(F)(F)F (Methyl-2-[1-({6-[4-methyl-3-(trifluoromethoxy)phenoxy]pyridin-3-yl}amino)ethylidene]hydrazinecarboxylate). Procedure details: To a solution of N-{6-[4-methyl-3-(trifluoromethoxy)phenoxy]pyridin-3-yl}acetamide (Intermediate 32, 500 mg, 1.53 mmol) in 2.2 mL of POCl3, methyl carbazate (152 mg) was added. The resulting mixture was heated at 60° C. for 7 hrs and overnight at room temperature. After additional heating for 5 hrs, further methyl carbazate (30 mg, 0.2 equiv) was added. The mixture was cooled to 0° C. and water was cautiously added, followed by a saturated solution of K2CO3 and then solid K2CO3 until pH=8 was re... The yield is 59.1%. Run at temperature 60 celsius. Reaction SMILES: [CH3:1][C:2]1[CH:18]=[CH:17][C:5]([O:6][C:7]2[N:12]=[CH:11][C:10]([NH:13][C:14](=O)[CH3:15])=[CH:9][CH:8]=2)=[CH:4][C:3]=1[O:19][C:20]([F:23])([F:22])[F:21].[C:24]([O:28][CH3:29])(=[O:27])[NH:25][NH2:26].O.C([O-])([O-])=O.[K+].[K+]>O=P(Cl)(Cl)Cl.C(OCC)(=O)C>[CH3:29][O:28][C:24]([NH:25][N:26]=[C:14]([NH:13][C:10]1[CH:11]=[N:12][C:7]([O:6][C:5]2[CH:17]=[CH:18][C:2]([CH3:1])=[C:3]([O:19][C:20]([F:23])([F:22])[F:21])[CH:4]=2)=[CH:8][CH:9]=1)[CH3:15])=[O:27] |f:3.4.5|. Starting materials: CC1=C(C=C(OC2=CC=C(C=N2)NC(C)=O)C=C1)OC(F)(F)F (N-{6-[4-methyl-3-(trifluoromethoxy)phenoxy]pyridin-3-yl}acetamide), CC1=C(C=C(OC2=CC=C(C=N2)NC(C)=O)C=C1)OC(F)(F)F (N-{6-[4-methyl-3-(trifluoromethoxy)phenoxy]pyridin-3-yl}acetamide), C(NN)(=O)OC (methyl carbazate), C(=O)([O-])[O-].[K+].[K+] (K2CO3), O (water), C(NN)(=O)OC (methyl carbazate), C(=O)([O-])[O-].[K+].[K+] (K2CO3). Reactants: NC1=CC=C2C=CC3=CC=CC4=CC=C1C2=C34 (1-aminopyrene), C([O-])([O-])=O.[K+].[K+] (potassium carbonate), BrCCCCCC(=O)OCC (ethyl 6-bromohexanoate). Solvent: C(C)#N (acetonitrile). Yields the product C(C)OC(=O)CCCCCNC1=CC=C2C=CC3=CC=CC4=CC=C1C2=C34 (1-(5-ethoxycarbonylpentyl)aminopyrene). As a reaction SMILES: [NH2:1][C:2]1[C:15]2[C:16]3=[C:17]4[C:12](=[CH:13][CH:14]=2)[CH:11]=[CH:10][CH:9]=[C:8]4[CH:7]=[CH:6][C:5]3=[CH:4][CH:3]=1.C(=O)([O-])[O-].[K+].[K+].Br[CH2:25][CH2:26][CH2:27][CH2:28][CH2:29][C:30]([O:32][CH2:33][CH3:34])=[O:31]>C(#N)C>[CH2:33]([O:32][C:30]([CH2:29][CH2:28][CH2:27][CH2:26][CH2:25][NH:1][C:2]1[C:15]2[C:16]3=[C:17]4[C:12](=[CH:13][CH:14]=2)[CH:11]=[CH:10][CH:9]=[C:8]4[CH:7]=[CH:6][C:5]3=[CH:4][CH:3]=1)=[O:31])[CH3:34] |f:1.2.3|. Procedure details: A mixture of 1-aminopyrene (5 g), potassium carbonate (15 g) and ethyl 6-bromohexanoate (10 g) in 60 mL acetonitrile was refluxed for 24 hours. The solvent was removed and the product was purified by a silica gel column eluting with EtOAc/hexane. Starting materials: CCBr, CCN(C(C)C)C(C)C, ClCCl, Nc1ccc2c(c1)CNCCS2. Product: CCN1CCSc2ccc(N)cc2C1. As a reaction SMILES: [Br:22][CH2:23][CH3:24].[CH2:13]([CH3:14])[N:15]([CH:16]([CH3:17])[CH3:18])[CH:19]([CH3:20])[CH3:21].[Cl:25][CH2:26][Cl:27].[cH:1]1[c:2]([NH2:12])[cH:3][cH:4][c:5]2[c:6]1[CH2:7][NH:8][CH2:9][CH2:10][S:11]2>>[cH:1]1[c:2]([NH2:12])[cH:3][cH:4][c:5]2[c:6]1[CH2:7][N:8]([CH2:13][CH3:14])[CH2:9][CH2:10][S:11]2. Product: O=C1C=C(c2ccc3c4c(cccc24)-c2ccccc2-3)C(=O)N1. The reactants are [Br-], [Br-], [Zn+2], NC(=O)C(=CC(=O)O)c1ccc2c3c(cccc13)-c1ccccc1-2, c1ccccc1. RXN SMILES: [Br-:31].[Br-:33].[Zn+2:32].[cH:1]1[cH:2][c:3]([C:17](=[CH:18][C:19](=[O:20])[OH:21])[C:22](=[O:23])[NH2:24])[c:4]2[cH:5][cH:6][cH:7][c:8]3[c:16]2[c:15]1-[c:14]1[c:9]-3[cH:10][cH:11][cH:12][cH:13]1.[cH:25]1[cH:26][cH:27][cH:28][cH:29][cH:30]1>>[cH:1]1[cH:2][c:3]([C:17]2=[CH:18][C:19](=[O:20])[NH:24][C:22]2=[O:23])[c:4]2[cH:5][cH:6][cH:7][c:8]3[c:16]2[c:15]1-[c:14]1[c:9]-3[cH:10][cH:11][cH:12][cH:13]1. Run in C(C)O (ethanol). Yields the product O1[C@H]2[C@@H]3CCCC[C@@H]3[C@@H]1[C@H]1C(O[C@@H]([C@@H]12)C)=O ((3R,3aR,4S,4aR,8aS,9R,9aS)-4,9-epoxy-3-methyl-decahydronaphtho[2,3-c]furan-1(3H)-one). Isolated yield 61.2%. The reactants are O1[C@H]2C=3CCCCC3[C@@H]1[C@H]1C(O[C@@H]([C@@H]12)C)=O ((3R,3aR,4R,9S,9aS)-4,9-epoxy-3-methyl-3a,4,5,6,7,8,9,9a-octahydronaphtho[2,3-c]furan-1(3H)-one). Reagents/catalysts: [C].[Pd] (palladium-carbon). As a reaction SMILES: [O:1]1[C@H:9]2[C@@H:10]3[C@@H:14]([C@@H:2]1[C:3]1[CH2:4][CH2:5][CH2:6][CH2:7][C:8]=12)[C@@H:13]([CH3:15])[O:12][C:11]3=[O:16]>C(O)C.[C].[Pd]>[O:1]1[C@H:9]2[C@@H:10]3[C@@H:14]([C@@H:2]1[C@H:3]1[C@@H:8]2[CH2:7][CH2:6][CH2:5][CH2:4]1)[C@@H:13]([CH3:15])[O:12][C:11]3=[O:16] |f:2.3|. Procedure: Similarly to Example 2, 0.22 g(10% by weight) of 10% palladium-carbon were added to 2.20 g(9.99 mmol) of (3R,3aR,4R,9S,9aS)-4,9-epoxy-3-methyl-3a,4,5,6,7,8,9,9a-octahydronaphtho[2,3-c]furan-1(3H)-one in 5 ml of ethanol solution and catalytic reduction was conducted at ambient temperature under 98.1 Kpa to obtain 1.36 g of (3R,3aR,4S,4aR,8aS,9R,9aS)-4,9-epoxy-3-methyl-decahydronaphtho[2,3-c]furan-1(3H)-one(yield 61%). Reactants: FC(C1=NNC=C1)(F)F (3-trifluoromethylpyrazole), FC=1C=C(C#N)C=C(C1)OC1=CC(=NN1C)C(F)(F)F (3-fluoro-5-(1-methyl-3-trifluoromethylpyrazol-5-yloxy)benzonitrile), O (water), [H-].[Na+] (sodium hydride). Run in CC(=O)N(C)C (dimethylacetamide). Yields the product crude product, CN1N=C(C=C1OC=1C=C(C#N)C=C(C1)N1N=C(C=C1)C(F)(F)F)C(F)(F)F (3-(1-methyl-3-trifluoromethylpyrazol-5-yloxy)-5-(3-trifluoromethylpyrazol-1-yl)benzonitrile). Yield: 68.0%. Reaction SMILES: [F:1][C:2]([F:9])([F:8])[C:3]1[CH:7]=[CH:6][NH:5][N:4]=1.[H-].[Na+].F[C:13]1[CH:14]=[C:15]([CH:18]=[C:19]([O:21][C:22]2[N:26]([CH3:27])[N:25]=[C:24]([C:28]([F:31])([F:30])[F:29])[CH:23]=2)[CH:20]=1)[C:16]#[N:17].O>CC(N(C)C)=O>[CH3:27][N:26]1[C:22]([O:21][C:19]2[CH:18]=[C:15]([CH:14]=[C:13]([N:5]3[CH:6]=[CH:7][C:3]([C:2]([F:9])([F:8])[F:1])=[N:4]3)[CH:20]=2)[C:16]#[N:17])=[CH:23][C:24]([C:28]([F:31])([F:30])[F:29])=[N:25]1 |f:1.2|. Procedure: Under an atmosphere of nitrogen, 0.131 g (0.96 mmol) of 3-trifluoromethylpyrazole was initially charged in 5 ml of dimethylacetamide, and 0.033 g (1.1 mmol) of sodium hydride (80%) was added at 0° C. The mixture was allowed to warm to room temperature, and 0.250 g (0.88 mmol) of 3-fluoro-5-(1-methyl-3-trifluoromethylpyrazol-5-yloxy)benzonitrile was added, the mixture was heated at 140° C. for 8 h and cooled to room temperature, water was added to the reaction solution and the solution was stirre...